This data is from the Open Reaction Database (ORD), a public repository of structured organic reaction records. The task is: describe an organic reaction: reactants, conditions, products, and yield Reactants: FC1=C(C=C(C=C1)C=1CCN(CC1)C(=O)OC(C)(C)C)C(=O)OC (tert-butyl 4-[4-fluoro-3-(methoxycarbonyl)phenyl]-3,6-dihydropyridine-1(2H)-carboxylate), [H][H] (hydrogen). The reagents and catalysts are [Pd] (Pd/C). Solvent: C(C)O (ethanol). Conditions: time 4 hour. Product: FC1=C(C=C(C=C1)C1CCN(CC1)C(=O)OC(C)(C)C)C(=O)OC (tert-butyl 4-[4-fluoro-3-(methoxycarbonyl)phenyl]piperidine-1-carboxylate). Reaction SMILES: [F:1][C:2]1[CH:7]=[CH:6][C:5]([C:8]2[CH2:9][CH2:10][N:11]([C:14]([O:16][C:17]([CH3:20])([CH3:19])[CH3:18])=[O:15])[CH2:12][CH:13]=2)=[CH:4][C:3]=1[C:21]([O:23][CH3:24])=[O:22].[H][H]>C(O)C.[Pd]>[F:1][C:2]1[CH:7]=[CH:6][C:5]([CH:8]2[CH2:9][CH2:10][N:11]([C:14]([O:16][C:17]([CH3:20])([CH3:19])[CH3:18])=[O:15])[CH2:12][CH2:13]2)=[CH:4][C:3]=1[C:21]([O:23][CH3:24])=[O:22]. Reported procedure: A mixture of tert-butyl 4-[4-fluoro-3-(methoxycarbonyl)phenyl]-3,6-dihydropyridine-1(2H)-carboxylate (2.11 g, 6.29 mmol) and 10% Pd/C (525 mg) in ethanol (60 mL) was stirred under an hydrogen atmosphere using a hydrogen filled balloon for 6 h. The reaction mixture was filtered and the filtrate was concentrated. 1H NMR analysis revealed that approximately 5% of the starting olefin remained, so the mixture was resubmitted to the above conditions for 4 h. Filtration, and concentration of the filtra... Starting materials: [Na] (sodium), NC1=C(C(=NC(=N1)N=O)N)N (triaminonitroso-pyrimidine), OCCOC1=CC=C(C=C1)CC#N (p-(2-hydroxyethoxy)phenyl-acetonitrile). Product: NC1=NC2=NC(=C(N=C2C(=N1)N)C1=CC=C(C=C1)OCCO)N (2,4,7-triamino-6-(p-2-hydroxyethoxyphenyl)-pteridine). Reported procedure: 460 mg of metallic sodium are dissolved with stirring in 150 ml of 2-ethoxy-ethanol. 3.1 g (0.02 mol) of triaminonitroso-pyrimidine and 3.5 g (0.02 mol) of p-(2-hydroxyethoxy)phenyl-acetonitrile are added one after the other with stirring and the mixture is heated with stirring in a water bath at 60° C. The color of the mixture changes from violet to bright brown. After stirring for 14 hours, the reaction is over. The mixture is left to cool. Unreacted 2,4,6-triamino-nitrosopyrimidine is filtere... Solvent: C(C)OCCO (2-ethoxy-ethanol). Reaction SMILES: [Na].[NH2:2][C:3]1[N:8]=[C:7]([N:9]=O)[N:6]=[C:5]([NH2:11])[C:4]=1[NH2:12].[OH:13][CH2:14][CH2:15][O:16][C:17]1[CH:22]=[CH:21][C:20]([CH2:23][C:24]#[N:25])=[CH:19][CH:18]=1>C(OCCO)C>[NH2:9][C:7]1[N:6]=[C:5]([NH2:11])[C:4]2[C:3](=[N:2][C:24]([NH2:25])=[C:23]([C:20]3[CH:19]=[CH:18][C:17]([O:16][CH2:15][CH2:14][OH:13])=[CH:22][CH:21]=3)[N:12]=2)[N:8]=1 |^1:0|. Starting materials: O=C([O-])[O-], Fc1ccc2c(c1)C(N1CCNCC1)Cc1ccc(Cl)cc1S2, O=C1OCCN1CCCl, [I-], [K+], [K+], [K+], c1ccccc1. Yields the product O=C1OCCN1CCN1CCN(C2Cc3ccc(Cl)cc3Sc3ccc(F)cc32)CC1. As a reaction SMILES: [C:24](=[O:25])([O-:26])[O-:27].[Cl:1][c:2]1[cH:3][cH:4][c:5]2[c:6]([cH:23]1)[S:7][c:8]1[c:9]([cH:18][c:19]([F:22])[cH:20][cH:21]1)[CH:10]([N:12]1[CH2:13][CH2:14][NH:15][CH2:16][CH2:17]1)[CH2:11]2.[Cl:32][CH2:33][CH2:34][N:35]1[C:36](=[O:40])[O:37][CH2:38][CH2:39]1.[I-:31].[K+:28].[K+:29].[K+:30].[cH:41]1[cH:42][cH:43][cH:44][cH:45][cH:46]1>>[Cl:1][c:2]1[cH:3][cH:4][c:5]2[c:6]([cH:23]1)[S:7][c:8]1[c:9]([cH:18][c:19]([F:22])[cH:20][cH:21]1)[CH:10]([N:12]1[CH2:13][CH2:14][N:15]([CH2:33][CH2:34][N:35]3[C:36](=[O:40])[O:37][CH2:38][CH2:39]3)[CH2:16][CH2:17]1)[CH2:11]2. The reactants are CC(=O)O, C1CCNCC1, Cc1ccc(S(=O)(=O)NC(Cc2cn(C3CCCc4cc(C=O)ccc43)nn2)C(N)=O)cc1, ClCCCl. The product is Cc1ccc(S(=O)(=O)NC(Cc2cn(C3CCCc4cc(CN5CCCCC5)ccc43)nn2)C(N)=O)cc1. Reaction SMILES: [C:40]([OH:41])(=[O:42])[CH3:43].[CH2:34]1[CH2:35][CH2:36][NH:37][CH2:38][CH2:39]1.[CH:1](=[O:2])[c:3]1[cH:4][c:5]2[c:10]([cH:11][cH:12]1)[CH:9]([n:13]1[n:14][n:15][c:16]([CH2:18][CH:19]([C:20](=[O:21])[NH2:22])[NH:23][S:24](=[O:25])(=[O:26])[c:27]3[cH:28][cH:29][c:30]([CH3:33])[cH:31][cH:32]3)[cH:17]1)[CH2:8][CH2:7][CH2:6]2.[Cl:44][CH2:45][CH2:46][Cl:47]>>[CH2:1]([c:3]1[cH:4][c:5]2[c:10]([cH:11][cH:12]1)[CH:9]([n:13]1[n:14][n:15][c:16]([CH2:18][CH:19]([C:20](=[O:21])[NH2:22])[NH:23][S:24](=[O:25])(=[O:26])[c:27]3[cH:28][cH:29][c:30]([CH3:33])[cH:31][cH:32]3)[cH:17]1)[CH2:8][CH2:7][CH2:6]2)[N:37]1[CH2:36][CH2:35][CH2:34][CH2:39][CH2:38]1.